This data is from the Open Reaction Database (ORD), a public repository of structured organic reaction records. The task is: describe an organic reaction: reactants, conditions, products, and yield The reactants are [Br-], CC[Mg+], COc1cc(C=O)cc2c1OCO2, Cl, C1CCOC1. Yields the product CCC(=O)c1cc(OC)c2c(c1)OCO2. RXN SMILES: [Br-:14].[CH2:15]([CH3:16])[Mg+:17].[CH3:1][O:2][c:3]1[cH:4][c:5]([CH:6]=[O:7])[cH:8][c:9]2[c:10]1[O:11][CH2:12][O:13]2.[ClH:18].[O:19]1[CH2:20][CH2:21][CH2:22][CH2:23]1>>[CH3:1][O:2][c:3]1[cH:4][c:5]([C:6](=[O:7])[CH2:15][CH3:16])[cH:8][c:9]2[c:10]1[O:11][CH2:12][O:13]2. Reactants: C1(=CC=CC=C1)N1N=CC(=C1)N (1-phenyl-1H-pyrazol-4-ylamine), CCN=C=NCCCN(C)C (EDCI), C=1C=CC2=C(C1)N=NN2O (HOBT), BrC1=C(C(=O)N2CCN(CC2)C(CC(=O)O)=O)C=CC=C1 (3-[4-(2-bromo-benzoyl)-piperazin-1-yl]-3-oxo-propionic acid). The reagents and catalysts are CN(C)C=1C=CN=CC1 (DMAP). Run in O (water), CN(C)C=O (DMF). Reaction conditions: time 2 minute. The product is BrC1=C(C(=O)N2CCN(CC2)C(CC(=O)NC=2C=NN(C2)C2=CC=CC=C2)=O)C=CC=C1 (3-[4-(2-bromo-benzoyl)-piperazin-1-yl]-3-oxo-N-(1-phenyl-1H-pyrazol-4-yl)-propionamide). Yield: 36.0%. RXN SMILES: [Br:1][C:2]1[CH:21]=[CH:20][CH:19]=[CH:18][C:3]=1[C:4]([N:6]1[CH2:11][CH2:10][N:9]([C:12](=[O:17])[CH2:13][C:14]([OH:16])=O)[CH2:8][CH2:7]1)=[O:5].CCN=C=NCCCN(C)C.C1C=CC2N(O)N=NC=2C=1.[C:43]1([N:49]2[CH:53]=[C:52]([NH2:54])[CH:51]=[N:50]2)[CH:48]=[CH:47][CH:46]=[CH:45][CH:44]=1>CN(C1C=CN=CC=1)C.CN(C=O)C.O>[Br:1][C:2]1[CH:21]=[CH:20][CH:19]=[CH:18][C:3]=1[C:4]([N:6]1[CH2:7][CH2:8][N:9]([C:12](=[O:17])[CH2:13][C:14]([NH:54][C:52]2[CH:51]=[N:50][N:49]([C:43]3[CH:48]=[CH:47][CH:46]=[CH:45][CH:44]=3)[CH:53]=2)=[O:16])[CH2:10][CH2:11]1)=[O:5]. Reported procedure: DMAP (68 mg, 0.56 mmol) was added to 3-[4-(2-bromo-benzoyl)-piperazin-1-yl]-3-oxo-propionic acid (100 mg, 0.28 mmol) in DMF (2 mL) followed by EDCI (64 mg, 0.33 mmol) and HOBT (45 mg, 0.33 mmol). After 2 minutes, 1-phenyl-1H-pyrazol-4-ylamine (54 mg, 0.33 mmol) was added and stirring was continued at room temperature overnight. Cold water was then added and the mixture was extracted with ethyl acetate. The organic layer was washed with brine, dried over Na2SO4, and concentrated under reduced pre... Starting materials: NC=1C=C(C(=O)O)C=C(C1)C(F)(F)F (3-Amino-5-trifluoromethyl-benzoic acid), [H-].[H-].[H-].[H-].[Li+].[Al+3] (LiAlH4), CCOC(=O)C (EtOAc), crude residue, N1C=NC=C1 (imidazole), [F-].[Na+] (NaF), CC(C)(C)[Si](C)(C)Cl (TBSCl). Run in O (H2O), C1CCOC1 (THF), C1CCOC1 (THF), C(Cl)Cl (DCM). Reaction conditions: temperature 0 celsius, time 62 hour. The product is C(C)(C)(C)[SiH2]OC(C=1C=C(C=C(C1)C(F)(F)F)N)(C)C (3-(tert-Butyl-dimethyl-silanyloxymethyl)-5-trifluoromethyl-phenylamine). Reaction SMILES: [NH2:1][C:2]1[CH:3]=[C:4]([CH:8]=[C:9]([C:11]([F:14])([F:13])[F:12])[CH:10]=1)C(O)=O.[H-].[H-].[H-].[H-].[Li+].[Al+3].[F-].[Na+].N1C=CN=[CH:24]1.[CH3:28][C:29]([Si:32](Cl)(C)C)([CH3:31])[CH3:30].CCO[C:39]([CH3:41])=[O:40]>C1COCC1.C(Cl)Cl.O>[C:29]([SiH2:32][O:40][C:39]([CH3:41])([CH3:24])[C:4]1[CH:3]=[C:2]([NH2:1])[CH:10]=[C:9]([C:11]([F:14])([F:12])[F:13])[CH:8]=1)([CH3:31])([CH3:30])[CH3:28] |f:1.2.3.4.5.6,7.8|. Procedure: To a solution of 3-Amino-5-trifluoromethyl-benzoic acid (2.0 g, 9.76 mmol) in THF (40 mL) at 0° C. is added LiAlH4 in THF (1 M, 39 mL). The mixture is warmed to reflux and stirred for 62 h. The mixture is then cooled to 0° C. and NaF (2.2 g) is added followed by H2O (3.8 mL). The slurry is stirred for 10 minutes and then allowed to warm to rt and stir an additional 40 min. The mixture is filtered and the solid is rinsed with EtOAc and MeOH. The filtrate is concentrated and the crude residue is m... As a reaction SMILES: [CH:1]([CH3:2])([CH3:3])[O:4][C:5]([NH:6][c:7]1[cH:8][cH:9][c:10](-[c:13]2[n:14]([CH:29]3[CH2:30][CH2:31][CH2:32]3)[c:15]3[cH:16][c:17]([O:24][CH2:25][CH:26]4[O:27][CH2:28]4)[cH:18][cH:19][c:20]3[c:21]2[C:22]#[N:23])[cH:11][cH:12]1)=[O:33].[Na:34].[O:40]=[CH:41][N:42]([CH3:43])[CH3:44].[nH:35]1[n:36][cH:37][n:38][cH:39]1>>[CH:1]([CH3:2])([CH3:3])[O:4][C:5]([NH:6][c:7]1[cH:8][cH:9][c:10](-[c:13]2[n:14]([CH:29]3[CH2:30][CH2:31][CH2:32]3)[c:15]3[cH:16][c:17]([O:24][CH2:25][CH:26]([OH:27])[CH2:28][n:35]4[n:36][cH:37][n:38][cH:39]4)[cH:18][cH:19][c:20]3[c:21]2[C:22]#[N:23])[cH:11][cH:12]1)=[O:33]. Reactants: CC(C)OC(=O)Nc1ccc(-c2c(C#N)c3ccc(OCC4CO4)cc3n2C2CCC2)cc1, [Na], CN(C)C=O, c1nc[nH]n1. The product is CC(C)OC(=O)Nc1ccc(-c2c(C#N)c3ccc(OCC(O)Cn4cncn4)cc3n2C2CCC2)cc1. Reactants: solution, C(CCC)[Li] (n-butyllithium), C(C)(C)NC(C)C (N,N-diisopropylamine), Cl (hydrochloric acid), FC=1C=C(C=O)C=CC1 (3-fluorobenzaldehyde), BrC=1C=CC(=C(C1)C)F (5-bromo-2-fluorotoluene). The solvent is CCCCCC (hexane), O1CCCC1 (tetrahydrofuran), C(C)(=O)OCC (ethyl acetate), O1CCCC1 (tetrahydrofuran). Run at temperature -78 celsius, time 30 minute. Yields the product BrC=1C=C(C(=C(C1)C(O)C1=CC(=CC=C1)F)F)C ((5-Bromo-2-fluoro-3-methylphenyl)-(3-fluorophenyl)methanol). Reaction SMILES: C([Li])CCC.C(NC(C)C)(C)C.[Br:13][C:14]1[CH:15]=[CH:16][C:17]([F:21])=[C:18]([CH3:20])[CH:19]=1.[F:22][C:23]1[CH:24]=[C:25]([CH:28]=[CH:29][CH:30]=1)[CH:26]=[O:27].Cl>CCCCCC.O1CCCC1.C(OCC)(=O)C>[Br:13][C:14]1[CH:19]=[C:18]([CH3:20])[C:17]([F:21])=[C:16]([CH:26]([C:25]2[CH:28]=[CH:29][CH:30]=[C:23]([F:22])[CH:24]=2)[OH:27])[CH:15]=1. Procedure details: In an atmosphere of nitrogen gas, 74.1 ml of a 1.57 M solution of n-butyllithium in hexane was added to a solution of 16.3 ml of N,N-diisopropylamine in 400 ml tetrahydrofuran at 0° C., and the mixture was stirred at the same temperature for 30 minutes. After cooling to −78° C., a solution of 20.0 g of 5-bromo-2-fluorotoluene in 40 ml tetrahydrofuran was added dropwise. After stirring at the same temperature for 1 hour, 11.2 ml of 3-fluorobenzaldehyde was added dropwise and the mixture was stirr... Reactants: CC(C)(C)OC(=O)N1CCCC1c1ccc(Br)cc1, C=CC(=O)OC, C1COCCO1, CN(C1CCCCC1)C1CCCCC1, O=C(C=Cc1ccccc1)C=Cc1ccccc1, O=C(C=Cc1ccccc1)C=Cc1ccccc1, O=C(C=Cc1ccccc1)C=Cc1ccccc1, [Pd], [Pd]. Yields the product COC(=O)C=Cc1ccc(C2CCCN2C(=O)OC(C)(C)C)cc1. RXN SMILES: [C:1]([CH3:2])([CH3:3])([CH3:4])[O:5][C:6](=[O:7])[N:8]1[CH:9]([c:13]2[cH:14][cH:15][c:16]([Br:19])[cH:17][cH:18]2)[CH2:10][CH2:11][CH2:12]1.[C:34]([CH:35]=[CH2:36])(=[O:37])[O:38][CH3:39].[CH2:40]1[O:41][CH2:42][CH2:43][O:44][CH2:45]1.[CH3:20][N:21]([CH:22]1[CH2:23][CH2:24][CH2:25][CH2:26][CH2:27]1)[CH:28]1[CH2:29][CH2:30][CH2:31][CH2:32][CH2:33]1.[O:48]=[C:49]([CH:50]=[CH:51][c:52]1[cH:53][cH:54][cH:55][cH:56][cH:57]1)[CH:58]=[CH:59][c:60]1[cH:61][cH:62][cH:63][cH:64][cH:65]1.[O:66]=[C:67]([CH:68]=[CH:69][c:70]1[cH:71][cH:72][cH:73][cH:74][cH:75]1)[CH:76]=[CH:77][c:78]1[cH:79][cH:80][cH:81][cH:82][cH:83]1.[O:84]=[C:85]([CH:86]=[CH:87][c:88]1[cH:89][cH:90][cH:91][cH:92][cH:93]1)[CH:94]=[CH:95][c:96]1[cH:97][cH:98][cH:99][cH:100][cH:101]1.[Pd:46].[Pd:47]>>[C:1]([CH3:2])([CH3:3])([CH3:4])[O:5][C:6](=[O:7])[N:8]1[CH:9]([c:13]2[cH:14][cH:15][c:16]([CH:36]=[CH:35][C:34](=[O:37])[O:38][CH3:39])[cH:17][cH:18]2)[CH2:10][CH2:11][CH2:12]1. The reactants are CC=1C=CN2N=C(N(C(C21)=O)C2=CC=CC=C2)[C@H](C)NC=2C1=C(N=CN2)N(C=C1C1=C2C(=NC=C1)N(C=C2)S(=O)(=O)C)COCC[Si](C)(C)C ((S)-5-Methyl-2-(1-((5-(1-(methylsulfonyl)-1H-pyrrolo[2,3-b]pyridin-4-yl)-7-((2-(trimethylsilyl)ethoxy)methyl)-7H-pyrrolo[2,3-d]pyrimidin-4-yl)amino)ethyl)-3-phenylpyrrolo[2,1-f][1,2,4]triazin-4(3H)-one), FC(C(=O)O)(F)F (trifluoroacetic acid), N (ammonia). The product is CC=1C=CN2N=C(N(C(C21)=O)C2=CC=CC=C2)[C@H](C)NC=2C1=C(N=CN2)NC=C1C1=C2C(=NC=C1)N(C=C2)S(=O)(=O)C ((S)-5-Methyl-2-(1-((5-(1-(methylsulfonyl)-1H-pyrrolo[2,3-b]pyridin-4-yl)-7H-pyrrolo[2,3-d]pyrimidin-4-yl)amino)ethyl)-3-phenylpyrrolo[2,1-f][1,2,4]triazin-4(3H)-one). The yield is 94.9%. As a reaction SMILES: [CH3:1][C:2]1[CH:3]=[CH:4][N:5]2[C:10]=1[C:9](=[O:11])[N:8]([C:12]1[CH:17]=[CH:16][CH:15]=[CH:14][CH:13]=1)[C:7]([C@@H:18]([NH:20][C:21]1[C:22]3[C:29]([C:30]4[CH:35]=[CH:34][N:33]=[C:32]5[N:36]([S:39]([CH3:42])(=[O:41])=[O:40])[CH:37]=[CH:38][C:31]=45)=[CH:28][N:27](COCC[Si](C)(C)C)[C:23]=3[N:24]=[CH:25][N:26]=1)[CH3:19])=[N:6]2.FC(F)(F)C(O)=O.N>>[CH3:1][C:2]1[CH:3]=[CH:4][N:5]2[C:10]=1[C:9](=[O:11])[N:8]([C:12]1[CH:17]=[CH:16][CH:15]=[CH:14][CH:13]=1)[C:7]([C@@H:18]([NH:20][C:21]1[C:22]3[C:29]([C:30]4[CH:35]=[CH:34][N:33]=[C:32]5[N:36]([S:39]([CH3:42])(=[O:41])=[O:40])[CH:37]=[CH:38][C:31]=45)=[CH:28][NH:27][C:23]=3[N:24]=[CH:25][N:26]=1)[CH3:19])=[N:6]2. Procedure: (S)-5-Methyl-2-(1-((5-(1-(methylsulfonyl)-1H-pyrrolo[2,3-b]pyridin-4-yl)-7-((2-(trimethylsilyl)ethoxy)methyl)-7H-pyrrolo[2,3-d]pyrimidin-4-yl)amino)ethyl)-3-phenylpyrrolo[2,1-f][1,2,4]triazin-4(3H)-one (30 mg, 0.04 mmol) was treated with trifluoroacetic acid (1 ml, 13 mmol) and a solution of ammonia (7N in methanol, 1 ml, 60 mmol) according to the method described in Example 27 to give 22 mg (88% yield) of the title compound as a white solid. Purity 98%.